Dataset: the Open Reaction Database (ORD), a public repository of structured organic reaction records. Task: describe an organic reaction: reactants, conditions, products, and yield Starting materials: C(CCCCC)C1=CC=C(C(=O)NN)C=C1 (4-hexylbenzohydrazide), C(C)(=O)OC=1C=C2C=CC(=CC2=CC1)C(=O)Cl (6-acetoxy-2-naphthoyl chloride), O1CCOCC1 (dioxane), O (water), N1=CC=CC=C1 (pyridine). Reaction conditions: temperature 83 celsius. Product: CCCC(CC)N(NC(=O)C1=CC2=CC=C(C=C2C=C1)OC(C)=O)C(C1=CC=CC=C1)=O (N-4-hexylbenzoyl-N'-(6-acetoxy-2-naphthoyl)hydrazine). Yield: 87.0%. RXN SMILES: C([C:7]1[CH:16]=[CH:15][C:10]([C:11]([NH:13][NH2:14])=[O:12])=[CH:9][CH:8]=1)CCCCC.[C:17]([O:20][C:21]1[CH:22]=[C:23]2[C:28](=[CH:29][CH:30]=1)[CH:27]=[C:26]([C:31](Cl)=[O:32])[CH:25]=[CH:24]2)(=[O:19])[CH3:18].N1[CH:39]=[CH:38][CH:37]=[CH:36][CH:35]=1.O.O1CCOC[CH2:42]1>>[CH3:35][CH2:36][CH2:37][CH:38]([N:13]([C:11](=[O:12])[C:10]1[CH:9]=[CH:8][CH:7]=[CH:16][CH:15]=1)[NH:14][C:31]([C:26]1[CH:25]=[CH:24][C:23]2[C:28](=[CH:29][CH:30]=[C:21]([O:20][C:17](=[O:19])[CH3:18])[CH:22]=2)[CH:27]=1)=[O:32])[CH2:39][CH3:42]. Procedure details: In a 100 ml-three-necked flask, 1.30 g (5.90 mM) of 4-hexylbenzohydrazide was placed and a solution of the above-prepared 6-acetoxy-2-naphthoyl chloride in 45 ml of dioxane was added thereto, followed by heating to about 83° C. To the mixture, 2.20 ml of pyridine was added under stirring, followed by stirring for 25 minutes at 83°-83.5° C. After the reaction, the reaction mixture was cooled on an iced water bath and poured into 300 ml of iced water to precipitate a crystal. The crystal was recov... The reactants are ClC1=NN=C(C2=CC=C(C=C12)OC)C=1SC(=CC1)C (1-chloro-7-methoxy-4-(5-methylthiophen-2-yl)phthalazine), NC1CCN(CC1)CC1=CC=CC=C1 (4-amino-1-benzylpiperidine). The product is C(C1=CC=CC=C1)N1CCC(CC1)NC1=NN=C(C2=CC=C(C=C12)OC)C=1SC(=CC1)C (N-(1-benzylpiperidin-4-yl)-7-methoxy-4-(5-methylthiophen-2-yl)phthalazin-1-amine). RXN SMILES: Cl[C:2]1[C:11]2[C:6](=[CH:7][CH:8]=[C:9]([O:12][CH3:13])[CH:10]=2)[C:5]([C:14]2[S:15][C:16]([CH3:19])=[CH:17][CH:18]=2)=[N:4][N:3]=1.[NH2:20][CH:21]1[CH2:26][CH2:25][N:24]([CH2:27][C:28]2[CH:33]=[CH:32][CH:31]=[CH:30][CH:29]=2)[CH2:23][CH2:22]1>>[CH2:27]([N:24]1[CH2:25][CH2:26][CH:21]([NH:20][C:2]2[C:11]3[C:6](=[CH:7][CH:8]=[C:9]([O:12][CH3:13])[CH:10]=3)[C:5]([C:14]3[S:15][C:16]([CH3:19])=[CH:17][CH:18]=3)=[N:4][N:3]=2)[CH2:22][CH2:23]1)[C:28]1[CH:29]=[CH:30][CH:31]=[CH:32][CH:33]=1. Procedure details: This compound is obtained according to the procedure described in 1.4. by reacting 1-chloro-7-methoxy-4-(5-methylthiophen-2-yl)phthalazine with 4-amino-1-benzylpiperidine. Starting materials: CO, Cl, [Na+], CC(=O)OCC(=O)Nc1ccc2c(c1)CC(=O)N2, [OH-]. Product: O=C(CO)Nc1ccc2c(c1)CC(=O)N2. As a reaction SMILES: [CH3:22][OH:23].[ClH:21].[Na+:20].[O:1]=[C:2]1[NH:3][c:4]2[cH:5][cH:6][c:7]([NH:11][C:12](=[O:13])[CH2:14][O:15][C:16](=[O:17])[CH3:18])[cH:8][c:9]2[CH2:10]1.[OH-:19]>>[O:1]=[C:2]1[NH:3][c:4]2[cH:5][cH:6][c:7]([NH:11][C:12](=[O:13])[CH2:14][OH:15])[cH:8][c:9]2[CH2:10]1. Reactants: S(=O)(=O)=O (sulfur trioxide), N1C=NC=C1 (imidazole), C(CCC)[Li] (butyllithium). The solvent is ClCCl (dichloromethane), CCCCCCC (heptane), CCCCCC (hexane). Reaction conditions: time 24 hour. The product is S(=O)(=O)([O-])[N+]1=CN(C=C1)S(=O)(=O)[O-].[Li+] (lithium [1,3 disulfonatoimidazolium]). As a reaction SMILES: [NH:1]1[CH:5]=[CH:4][N:3]=[CH:2]1.C([Li:10])CCC.[S:11](=[O:14])(=[O:13])=[O:12]>CCCCCCC.CCCCCC.ClCCl>[S:11]([N+:1]1[CH:5]=[CH:4][N:3]([S:11]([O-:14])(=[O:13])=[O:12])[CH:2]=1)([O-:14])(=[O:13])=[O:12].[Li+:10] |f:6.7|. Procedure: To 1.34 g of imidazole in suspension in heptane is added 1 ml of 2M butyllithium in hexane and the mixture is stirred at room temperature for 24 hours. To this suspension, are added 3.2 g of sulfur trioxide in dichloromethane. The slurry is stirred further for 24 hours and the solids are separated by centrifugation to yield lithium [1,3 disulfonatoimidazolium]. Starting materials: Cl.Cl.C(C)OC(=N)C1=CC=C(C=C1)C=1SC=2NCCCCC2N1 (2-(4-Ethoxyformimidoylphenyl)-5,6,7,8-tetrahydro-4H-thiazolo[5,4-b]azepine dihydrochloride), C(O)([O-])=O.[Na+] (sodium hydrogen carbonate). The product is C(C)OC(=N)C1=CC=C(C=C1)C=1SC=2NCCCCC2N1 (2-(4-Ethoxyformimidoylphenyl)-5,6,7,8-tetrahydro-4H-thiazolo[5,4-b]azepine). Yield: 91.1%. RXN SMILES: Cl.Cl.[CH2:3]([O:5][C:6]([C:8]1[CH:13]=[CH:12][C:11]([C:14]2[S:15][C:16]3[NH:17][CH2:18][CH2:19][CH2:20][CH2:21][C:22]=3[N:23]=2)=[CH:10][CH:9]=1)=[NH:7])[CH3:4].C(=O)([O-])O.[Na+]>>[CH2:3]([O:5][C:6]([C:8]1[CH:9]=[CH:10][C:11]([C:14]2[S:15][C:16]3[NH:17][CH2:18][CH2:19][CH2:20][CH2:21][C:22]=3[N:23]=2)=[CH:12][CH:13]=1)=[NH:7])[CH3:4] |f:0.1.2,3.4|. Procedure details: 2-(4-Ethoxyformimidoylphenyl)-5,6,7,8-tetrahydro-4H-thiazolo[5,4-b]azepine dihydrochloride (1.5 g) was neutralized with an aqueous sodium hydrogen carbonate, and extracted with chloroform. The extract was washed with water, dried and distilled under reduced pressure to remove the solvent. The residue was purified by a column chromatography on silica gel to give the title compound as a powder (yield 1.1 g, 87%).